This data is from the Open Reaction Database (ORD), a public repository of structured organic reaction records. The task is: describe an organic reaction: reactants, conditions, products, and yield The reactants are N1=CN=C(C2=C1C=CN2)NC=2C=C(C(=O)O)C=CC2 (3-(5H-pyrrolo[3,2-d]pyrimidin-4-ylamino)benzoic acid), C(C1=CC=CC=C1)N (benzylamine), Cl.CN(CCCN=C=NCC)C (1-[3-(dimethylamino)propyl]-3-ethylcarbodiimide hydrochloride), ON1N=NC2=C1C=CC=C2 (1-hydroxybenzotriazole). Run in CN(C=O)C (N,N-dimethylformamide). Reaction conditions: time 3 day. Product: C(C1=CC=CC=C1)NC(C1=CC(=CC=C1)NC=1C2=C(N=CN1)C=CN2)=O (N-benzyl-3-(5H-pyrrolo[3,2-d]pyrimidin-4-ylamino)benzamide). The yield is 61.9%. RXN SMILES: [N:1]1[C:6]2[CH:7]=[CH:8][NH:9][C:5]=2[C:4]([NH:10][C:11]2[CH:12]=[C:13]([CH:17]=[CH:18][CH:19]=2)[C:14]([OH:16])=O)=[N:3][CH:2]=1.[CH2:20]([NH2:27])[C:21]1[CH:26]=[CH:25][CH:24]=[CH:23][CH:22]=1.Cl.CN(C)CCCN=C=NCC.ON1C2C=CC=CC=2N=N1>CN(C)C=O>[CH2:20]([NH:27][C:14](=[O:16])[C:13]1[CH:17]=[CH:18][CH:19]=[C:11]([NH:10][C:4]2[C:5]3[NH:9][CH:8]=[CH:7][C:6]=3[N:1]=[CH:2][N:3]=2)[CH:12]=1)[C:21]1[CH:26]=[CH:25][CH:24]=[CH:23][CH:22]=1 |f:2.3|. Procedure details: A mixture of 3-(5H-pyrrolo[3,2-d]pyrimidin-4-ylamino)benzoic acid (153 mg), benzylamine (96 mg), 1-[3-(dimethylamino)propyl]-3-ethylcarbodiimide hydrochloride (173 mg), 1-hydroxybenzotriazole (138 mg) and N,N-dimethylformamide (10 mL) was stirred at room temperature for 3 days. The reaction mixture was concentrated under reduced pressure, water was added and the mixture was extracted with ethyl acetate containing tetrahydrofuran. The extract washed with saturated aqueous sodium hydrogen carbonat... Starting materials: NC=1SC(=CC1C(=O)N)C1=C(C=C(C=C1F)C(C)(C)O)F (2-amino-5-[2,6-difluoro-4-(1-hydroxy-1-methylethyl)phenyl]thiophene-3-carboxamide), ClC1=CC=C2C(=N1)CN(C2=O)C (2-chloro-6-methyl-6,7-dihydro-5H-pyrrolo[3,4-b]pyridin-5-one). Yields the product FC1=C(C(=CC(=C1)C(C)(C)O)F)C1=CC(=C(S1)NC1=CC=C2C(=N1)CN(C2=O)C)C(=O)N (5-[2,6-Difluoro-4-(1-hydroxy-1-methylethyl)phenyl]-2-[(6-methyl-5-oxo-6,7-dihydro-5H-pyrrolo[3,4-b]pyridin-2-yl)amino]thiophene-3-carboxamide). Reaction SMILES: [NH2:1][C:2]1[S:3][C:4]([C:10]2[C:15]([F:16])=[CH:14][C:13]([C:17]([OH:20])([CH3:19])[CH3:18])=[CH:12][C:11]=2[F:21])=[CH:5][C:6]=1[C:7]([NH2:9])=[O:8].Cl[C:23]1[N:28]=[C:27]2[CH2:29][N:30]([CH3:33])[C:31](=[O:32])[C:26]2=[CH:25][CH:24]=1>>[F:16][C:15]1[CH:14]=[C:13]([C:17]([OH:20])([CH3:18])[CH3:19])[CH:12]=[C:11]([F:21])[C:10]=1[C:4]1[S:3][C:2]([NH:1][C:23]2[N:28]=[C:27]3[CH2:29][N:30]([CH3:33])[C:31](=[O:32])[C:26]3=[CH:25][CH:24]=2)=[C:6]([C:7]([NH2:9])=[O:8])[CH:5]=1. Procedure details: The title compound was prepared according to the general procedure in Example 1 Step 5 using 2-amino-5-[2,6-difluoro-4-(1-hydroxy-1-methylethyl)phenyl]thiophene-3-carboxamide (75 mg, 0.240 mmol) and 2-chloro-6-methyl-6,7-dihydro-5H-pyrrolo[3,4-b]pyridin-5-one (43.8 mg, 0.240 mmol) as the starting materials. The reactants are CC(C)C(O)(c1cccc(-c2cccs2)c1)c1cn(C(c2ccccc2)(c2ccccc2)c2ccccc2)cn1, Cl, c1ccncc1. The product is CC(C)C(O)(c1cccc(-c2cccs2)c1)c1c[nH]cn1. Reaction SMILES: [CH3:1][CH:2]([C:3]([OH:4])([c:5]1[n:6][cH:7][n:8]([C:10]([c:11]2[cH:12][cH:13][cH:14][cH:15][cH:16]2)([c:17]2[cH:18][cH:19][cH:20][cH:21][cH:22]2)[c:23]2[cH:24][cH:25][cH:26][cH:27][cH:28]2)[cH:9]1)[c:29]1[cH:30][c:31](-[c:35]2[s:36][cH:37][cH:38][cH:39]2)[cH:32][cH:33][cH:34]1)[CH3:40].[ClH:41].[n:42]1[cH:43][cH:44][cH:45][cH:46][cH:47]1>>[CH3:1][CH:2]([C:3]([OH:4])([c:5]1[n:6][cH:7][nH:8][cH:9]1)[c:29]1[cH:30][c:31](-[c:35]2[s:36][cH:37][cH:38][cH:39]2)[cH:32][cH:33][cH:34]1)[CH3:40]. Reactants: C([O-])(O)=O.[Na+] (Sodium bicarbonate), C1(CC1)C(=O)N1C(C=2NC3=CC=C(C=C3C2CC1)OC)=C (cyclopropyl (6-methoxy-1-methylene-2,3,4,9-tetrahydro-1H-β-carbolin-2-yl)-methanone). Reagents/catalysts: [Pd] (palladium-on-charcoal). Run in C(C)(=O)OCC (ethyl acetate). Run at time 8 hour. Yields the product C1(CC1)C(=O)N1C(C=2NC3=CC=C(C=C3C2CC1)OC)C (cyclopropyl(6-methoxy-1-methyl-2,3,4,9-tetrahydro- 1H-β-carbolin-2-yl)methanone). Isolated yield 72.0%. RXN SMILES: C(=O)(O)[O-].[Na+].[CH:6]1([C:9]([N:11]2[CH2:23][CH2:22][C:21]3[C:20]4[C:15](=[CH:16][CH:17]=[C:18]([O:24][CH3:25])[CH:19]=4)[NH:14][C:13]=3[C:12]2=[CH2:26])=[O:10])[CH2:8][CH2:7]1>C(OCC)(=O)C.[Pd]>[CH:6]1([C:9]([N:11]2[CH2:23][CH2:22][C:21]3[C:20]4[C:15](=[CH:16][CH:17]=[C:18]([O:24][CH3:25])[CH:19]=4)[NH:14][C:13]=3[CH:12]2[CH3:26])=[O:10])[CH2:7][CH2:8]1 |f:0.1|. Procedure details: Sodium bicarbonate (500 mg) and 10% palladium-on-charcoal are added to a solution of cyclopropyl (6-methoxy-1-methylene-2,3,4,9-tetrahydro-1H-β-carbolin-2-yl)-methanone (500 mg) in ethyl acetate (150 mL). The mixture is stirred overnight under a hydrogen atmosphere. After filtration and washing of the palladium with a chloroform/methanol solution, the product is recrystallized from ethyl acetate and the cyclopropyl(6-methoxy-1-methyl-2,3,4,9-tetrahydro- 1H-β-carbolin-2-yl)methanone is obtained (... The reactants are CC(C)O, N#CCc1cc(Cl)cc(OC(F)(F)F)c1, [K+], [OH-], O. Yields the product O=C(O)Cc1cc(Cl)cc(OC(F)(F)F)c1. RXN SMILES: [CH3:19][CH:20]([OH:21])[CH3:22].[Cl:1][c:2]1[cH:3][c:4]([CH2:5][C:6]#[N:7])[cH:8][c:9]([O:11][C:12]([F:13])([F:14])[F:15])[cH:10]1.[K+:18].[OH-:17].[OH2:16]>>[Cl:1][c:2]1[cH:3][c:4]([CH2:5][C:6](=[O:16])[OH:17])[cH:8][c:9]([O:11][C:12]([F:13])([F:14])[F:15])[cH:10]1.